Dataset: the Open Reaction Database (ORD), a public repository of structured organic reaction records. Task: describe an organic reaction: reactants, conditions, products, and yield Starting materials: BrC1=CC(=C(C=C1C)N1C(C=CC2=CC(=CC=C12)S(=O)(=O)OC1=C(C(=C(C(=C1F)F)F)F)F)=O)OC (perfluorophenyl 1-(4-bromo-2-methoxy-5-methylphenyl)-2-oxo-1,2-dihydroquinoline-6-sulfonate), O1N=C(C=C1)N (isoxazol-3-amine), C1CCOC1 (THF), NC1=NOC=C1 (3-aminoisoxazole), [Li+].C[Si](C)(C)[N-][Si](C)(C)C (LHMDS), C[Si](C)(C)[N-][Si](C)(C)C.[Li+] (lithium bis(trimethylsilyl)amide). The solvent is Cl (HCl), CCOC(=O)C (EtOAc). Conditions: time 20 minute. Yields the product BrC1=CC(=C(C=C1C)N1C(C=CC2=CC(=CC=C12)S(=O)(=O)NC1=NOC=C1)=O)OC (1-(4-bromo-2-methoxy-5-methylphenyl)-N-(isoxazol-3-yl)-2-oxo-1,2-dihydroquinoline-6-sulfonamide). The yield is 90.8%. RXN SMILES: [Br:1][C:2]1[C:7]([CH3:8])=[CH:6][C:5]([N:9]2[C:18]3[C:13](=[CH:14][C:15]([S:19](OC4C(F)=C(F)C(F)=C(F)C=4F)(=[O:21])=[O:20])=[CH:16][CH:17]=3)[CH:12]=[CH:11][C:10]2=[O:34])=[C:4]([O:35][CH3:36])[CH:3]=1.[O:37]1[CH:41]=[CH:40][C:39]([NH2:42])=[N:38]1.C1COCC1.C[Si]([N-][Si](C)(C)C)(C)C.[Li+]>Cl.CCOC(C)=O>[Br:1][C:2]1[C:7]([CH3:8])=[CH:6][C:5]([N:9]2[C:18]3[C:13](=[CH:14][C:15]([S:19]([NH:42][C:39]4[CH:40]=[CH:41][O:37][N:38]=4)(=[O:21])=[O:20])=[CH:16][CH:17]=3)[CH:12]=[CH:11][C:10]2=[O:34])=[C:4]([O:35][CH3:36])[CH:3]=1 |f:3.4|. Reported procedure: A solution of perfluorophenyl 1-(4-bromo-2-methoxy-5-methylphenyl)-2-oxo-1,2-dihydroquinoline-6-sulfonate (3.508 g, 4.87 mmol), isoxazol-3-amine (0.540 ml, 7.31 mmol) and THF (48.7 ml) was cooled in an ice-bath for 15 min, then lithium bis(trimethylsilyl)amide (1M in THF) (12.18 ml, 12.18 mmol) was added dropwise. After 20 min, additional portions of 3-aminoisoxazole (0.1 mL) and LHMDS solution (2 mL) were added. After 5 min, the mixture was diluted with 1N aq. HCl and EtOAc. The layers were sep... Reactants: NC1=NC=NN2C1=C(C=C2CN2CCOCC2)C2=CC(=C(C=C2)NC(OC(C)(C)C)=O)OC (t-butyl {4-[4-amino-7-(morpholin-4-ylmethyl)pyrrolo[2,1-f][1,2,4]triazin-5-yl]-2-methoxyphenyl}carbamate), FC(C(=O)O)(F)F (trifluoroacetic acid). The solvent is C(Cl)Cl (CH2Cl2). Run at time 3 hour. The product is NC1=C(C=C(C=C1)C=1C=C(N2N=CN=C(C21)N)CN2CCOCC2)OC (5-(4-amino-3-methoxyphenyl)-7-(morpholin-4-ylmethyl)pyrrolo[2,1-f][1,2,4]triazin-4-amine). The yield is 102.6%. As a reaction SMILES: [NH2:1][C:2]1[C:7]2=[C:8]([C:18]3[CH:23]=[CH:22][C:21]([NH:24]C(=O)OC(C)(C)C)=[C:20]([O:32][CH3:33])[CH:19]=3)[CH:9]=[C:10]([CH2:11][N:12]3[CH2:17][CH2:16][O:15][CH2:14][CH2:13]3)[N:6]2[N:5]=[CH:4][N:3]=1.FC(F)(F)C(O)=O>C(Cl)Cl>[NH2:24][C:21]1[CH:22]=[CH:23][C:18]([C:8]2[CH:9]=[C:10]([CH2:11][N:12]3[CH2:13][CH2:14][O:15][CH2:16][CH2:17]3)[N:6]3[C:7]=2[C:2]([NH2:1])=[N:3][CH:4]=[N:5]3)=[CH:19][C:20]=1[O:32][CH3:33]. Reported procedure: To a solution of t-butyl {4-[4-amino-7-(morpholin-4-ylmethyl)pyrrolo[2,1-f][1,2,4]triazin-5-yl]-2-methoxyphenyl}carbamate (100 mg, 0.22 mmol) in CH2Cl2 (4 ml) was added trifluoroacetic acid (1.5 ml) and was stirred at rt for 3 h. The reaction mixture was partially evaporated and was added 10 ml ethyl acetate and washed with saturated aq. NaHCO3. The organic was dried over Na2SO4 and concentrated to afford 80 mg of the title compound. 1H-NMR (DMSO-d6) δ 7.84 (s, 1H), 6.84 (d, J=2 Hz, 1H), 6.84 to...